Task: describe an organic reaction: reactants, conditions, products, and yield. Dataset: the Open Reaction Database (ORD), a public repository of structured organic reaction records Starting materials: C(C)(C)(C)OC(=O)N1C(OC[C@@H]1\C=C(\C1=CC=C(C=C1)Cl)/Br)(C)C ((S)-4-[(Z)-2-bromo-2-(4-chloro-phenyl)-vinyl]-2,2-dimethyl-oxazolidine-3-carboxylic acid tert-butyl ester), bis(tri-tert-butylphosphine)dipalladium (0), C(C)[Zn]CC (diethylzinc). The solvent is C1CCOC1 (THF), C(C)(=O)OCC (ethyl acetate). Run at time 90 minute. Product: C(C)(C)(C)OC(=O)N1C(OC[C@@H]1\C=C(/CC)\C1=CC=C(C=C1)Cl)(C)C ((S)-4-[(E)-2-(4-chloro-phenyl)-but-1-enyl]-2,2-dimethyl-oxazolidine-3-carboxylic acid tert-butyl ester). Isolated yield 90.0%. As a reaction SMILES: [C:1]([O:5][C:6]([N:8]1[C@@H:12](/[CH:13]=[C:14](\Br)/[C:15]2[CH:20]=[CH:19][C:18]([Cl:21])=[CH:17][CH:16]=2)[CH2:11][O:10][C:9]1([CH3:24])[CH3:23])=[O:7])([CH3:4])([CH3:3])[CH3:2].[CH2:25]([Zn]CC)[CH3:26]>C1COCC1.C(OCC)(=O)C>[C:1]([O:5][C:6]([N:8]1[C@@H:12](/[CH:13]=[C:14](/[C:15]2[CH:20]=[CH:19][C:18]([Cl:21])=[CH:17][CH:16]=2)\[CH2:25][CH3:26])[CH2:11][O:10][C:9]1([CH3:24])[CH3:23])=[O:7])([CH3:4])([CH3:3])[CH3:2]. Procedure: To a stirred solution of (S)-4-[(Z)-2-bromo-2-(4-chloro-phenyl)-vinyl]-2,2-dimethyl-oxazolidine-3-carboxylic acid tert-butyl ester (1.04 g) in THF (8 ml) were added bis(tri-tert-butylphosphine)dipalladium (0) (64 mg) and diethylzinc (4.99 ml, 1.1 M solution in toluene). The mixture was stirred at r.t. for 90 min then was diluted with ethyl acetate and washed with saturated brine, dried over MgSO4, filtered and concentrated in vacuo. The residue was purified by column chromatography (SiO2; gradie... The reactants are CN(\C(\C)=N\C(=O)C1=CN2CCOC3=C(C2=N1)C=CC(=C3)Br)C (8-Bromo-4,5-dihydro-6-oxa-1,3a-diaza-benzo[e]azulene-2-carboxylic acid [1-dimethylamino-eth-(E)-ylidene]-amide), C(C)(=O)O (acetic acid), Cl.C(C)(C)NN (isopropylhydrazine hydrochloride). Reaction conditions: temperature 95 celsius. Yields the product BrC1=CC2=C(C3=NC(=CN3CCO2)C=2N(N=C(N2)C)C(C)C)C=C1 (8-Bromo-2-(2-isopropyl-5-methyl-2H-[1,2,4]triazol-3-yl)-4,5-dihydro-6-oxa-1,3a-diaza-benzo[e]azulene). Isolated yield 83.8%. Reaction SMILES: C[N:2](C)/[C:3](=[N:5]/[C:6]([C:8]1[N:17]=[C:16]2[N:10]([CH2:11][CH2:12][O:13][C:14]3[CH:21]=[C:20]([Br:22])[CH:19]=[CH:18][C:15]=32)[CH:9]=1)=O)/[CH3:4].C(O)(=O)C.Cl.[CH:29]([NH:32]N)([CH3:31])[CH3:30]>>[Br:22][C:20]1[CH:19]=[CH:18][C:15]2[C:16]3[N:10]([CH2:11][CH2:12][O:13][C:14]=2[CH:21]=1)[CH:9]=[C:8]([C:6]1[N:32]([CH:29]([CH3:31])[CH3:30])[N:2]=[C:3]([CH3:4])[N:5]=1)[N:17]=3 |f:2.3|. Reported procedure: To a solution of 8-Bromo-4,5-dihydro-6-oxa-1,3a-diaza-benzo[e]azulene-2-carboxylic acid [1-dimethylamino-eth-(E)-ylidene]-amide (0.340 g, 0.000901 mol) in acetic acid (3.0 mL, 0.053 mol) was added isopropylhydrazine hydrochloride (0.1196 g, 0.001082 mol). The reaction was heated to 95° C. for 3 h. The acetic acid was removed in vacuo and the product was loaded as a solid onto silica and purified by flash chromatography (0-10% MeOH in DCM) to give 8-Bromo-2-(2-isopropyl-5-methyl-2H-[1,2,4]triazol... Starting materials: COC(=O)C(C)(C)C=O, N#C[K], [NH4+], [Na+], [OH-], O, O=S([O-])O. Product: COC(=O)C(C)(C)C(N)C#N. RXN SMILES: [CH3:1][C:2]([C:3](=[O:4])[O:5][CH3:6])([CH:7]=[O:8])[CH3:9].[K:17][C:18]#[N:19].[NH4+:15].[Na+:14].[OH-:16].[OH2:20].[S:10](=[O:11])([OH:12])[O-:13]>>[CH3:1][C:2]([C:3](=[O:4])[O:5][CH3:6])([CH:7]([NH2:15])[C:18]#[N:19])[CH3:9]. Reactants: NCC1=NC=CC=C1 (2-(Aminomethyl)pyridine), C(C)(C)(C)OC1=C(C=O)C=CC=C1 (2-tert-butoxybenzaldehyde), [BH4-].[Na+] (NaBH4). Solvent: CC#N (CH3CN). Run at time 8 hour. Product: C(C)(C)(C)OC1=C(CNCC2=NC=CC=C2)C=CC=C1 (N-(2-tert-butoxybenzyl)-1-(pyridin-2-yl)methanamine). Yield: 58.0%. RXN SMILES: [NH2:1][CH2:2][C:3]1[CH:8]=[CH:7][CH:6]=[CH:5][N:4]=1.[C:9]([O:13][C:14]1[CH:21]=[CH:20][CH:19]=[CH:18][C:15]=1[CH:16]=O)([CH3:12])([CH3:11])[CH3:10].[BH4-].[Na+]>CC#N>[C:9]([O:13][C:14]1[CH:21]=[CH:20][CH:19]=[CH:18][C:15]=1[CH2:16][NH:1][CH2:2][C:3]1[CH:8]=[CH:7][CH:6]=[CH:5][N:4]=1)([CH3:12])([CH3:10])[CH3:11] |f:2.3|. Procedure: 2-(Aminomethyl)pyridine (0.849 g, 7.85 mmol) and 8 (1.4 g, 7.8 mmol) were added to 150 mL of CH3CN and the reaction mixture was refluxed under argon for 4 hr. After cooling down to room temperature, the solvent was removed and the residue was redissolved in MeOH. The solvent was then evaporated and NaBH4 (1.485 g, 39 mmol) was added and stirred overnight. The solvent was evaporated, followed by extraction with CH2Cl2. The CH2Cl2 extract was concentrated and purified by a silica gel column using ...